From a dataset of the Open Reaction Database (ORD), a public repository of structured organic reaction records. describe an organic reaction: reactants, conditions, products, and yield Reactants: [BH4-], CO, [Na+], CCCCCCCCCCCCCCCC(=O)CC(=O)OC(C)(C)C, O. Yields the product CCCCCCCCCCCCCCCC(O)CC(=O)OC(C)(C)C. As a reaction SMILES: [BH4-:26].[CH3:29][OH:30].[Na+:27].[O:1]=[C:2]([CH2:3][C:4](=[O:5])[O:6][C:7]([CH3:8])([CH3:9])[CH3:10])[CH2:11][CH2:12][CH2:13][CH2:14][CH2:15][CH2:16][CH2:17][CH2:18][CH2:19][CH2:20][CH2:21][CH2:22][CH2:23][CH2:24][CH3:25].[OH2:28]>>[OH:1][CH:2]([CH2:3][C:4](=[O:5])[O:6][C:7]([CH3:8])([CH3:9])[CH3:10])[CH2:11][CH2:12][CH2:13][CH2:14][CH2:15][CH2:16][CH2:17][CH2:18][CH2:19][CH2:20][CH2:21][CH2:22][CH2:23][CH2:24][CH3:25]. Reactants: COC(=O)c1ccc(F)cc1Br, COCCOC, CC1(C)OB(c2ccc(N)nc2)OC1(C)C, CO, Cl[Pd]Cl, c1ccc(P(c2ccccc2)c2ccccc2)cc1, c1ccc(P(c2ccccc2)c2ccccc2)cc1. Product: COC(=O)c1ccc(F)cc1Oc1ccc(N)nc1. RXN SMILES: [Br:17][c:18]1[c:19]([C:20](=[O:21])[O:22][CH3:23])[cH:24][cH:25][c:26]([F:28])[cH:27]1.[CH2:31]([O:32][CH3:36])[CH2:33][O:34][CH3:35].[CH3:1][C:2]1([CH3:3])[C:4]([CH3:5])([CH3:6])[O:7][B:8]([c:9]2[cH:10][cH:11][c:12]([NH2:15])[n:13][cH:14]2)[O:16]1.[CH3:29][OH:30].[Pd:37]([Cl:38])[Cl:39].[c:40]1([P:41]([c:42]2[cH:43][cH:44][cH:45][cH:46][cH:47]2)[c:48]2[cH:49][cH:50][cH:51][cH:52][cH:53]2)[cH:54][cH:55][cH:56][cH:57][cH:58]1.[c:59]1([P:60]([c:61]2[cH:62][cH:63][cH:64][cH:65][cH:66]2)[c:67]2[cH:68][cH:69][cH:70][cH:71][cH:72]2)[cH:73][cH:74][cH:75][cH:76][cH:77]1>>[c:9]1([O:32][c:18]2[c:19]([C:20](=[O:21])[O:22][CH3:23])[cH:24][cH:25][c:26]([F:28])[cH:27]2)[cH:10][cH:11][c:12]([NH2:15])[n:13][cH:14]1. RXN SMILES: Cl[C:2]1[C:11]2[C:6](=[C:7]([O:16][CH3:17])[C:8]([O:14][CH3:15])=[C:9]([O:12][CH3:13])[CH:10]=2)[N:5]=[CH:4][N:3]=1.[NH2:18][C:19]1[CH:23]=[C:22]([C:24]([CH3:27])([CH3:26])[CH3:25])[Se:21][C:20]=1[C:28]([NH2:30])=[O:29].CN(C=O)C.[OH-].[Na+]>>[CH3:13][O:12][C:9]1[CH:10]=[C:11]2[C:6](=[C:7]([O:16][CH3:17])[C:8]=1[O:14][CH3:15])[N:5]=[CH:4][N:3]=[C:2]2[NH:18][C:19]1[CH:23]=[C:22]([C:24]([CH3:27])([CH3:25])[CH3:26])[Se:21][C:20]=1[C:28]([NH2:30])=[O:29] |f:2.3.4|. Starting materials: ClC1=NC=NC2=C(C(=C(C=C12)OC)OC)OC (4-chloro-6,7,8-trimethoxyquinazoline), NC1=C([Se]C(=C1)C(C)(C)C)C(=O)N (3-amino-5-tert-butylselenophene-2-carboxamide), CN(C)C=O.[OH-].[Na+] (DMF NaOH). Reported procedure: The reaction of 4-chloro-6,7,8-trimethoxyquinazoline with 3-amino-5-tert-butylselenophene-2-carboxamide in presence of DMF/NaOH as described in Example 1 gave the title compound as an off-white color solid, mp 218-220° C. 1H NMR (400 MHz, CDCl3): δ 12.08 (1H, br s, exchangeable with D2O), 8.87 (1H, s), 8.78 (1H, s), 7.20 (1H, s), 5.49 (2H, br s, exchangeable with D2O), 4.15 (3H, s), 4.07 (3H, s), 4.06 (3H, s), 1.47 (9H, s); 13C NMR (100 MHz, CDCl3): δ 169.0, 168.6, 154.7, 153.1, 152.6, 147.9, 14... The product is COC=1C=C2C(=NC=NC2=C(C1OC)OC)NC1=C([Se]C(=C1)C(C)(C)C)C(=O)N (3-(6,7,8-Trimethoxyquinazolin-4-ylamino)-5-tert-butylselenophene-2-carboxamide). The reactants are BrC=1C2=CC=CC=C2C(=C2C=CC=CC12)Br (9,10 dibromoanthracene), [Li]CCCC (nBuLi), CN(C)C=O (DMF). The product is BrC1=C2C=CC=CC2=C(C2=CC=CC=C12)C=O (10-Bromo-9-anthracenecarbaldehyde). As a reaction SMILES: Br[C:2]1[C:3]2[C:8]([C:9]([Br:16])=[C:10]3[C:15]=1[CH:14]=[CH:13][CH:12]=[CH:11]3)=[CH:7][CH:6]=[CH:5][CH:4]=2.[Li]CCCC.CN([CH:25]=[O:26])C>>[Br:16][C:9]1[C:8]2[C:3](=[CH:4][CH:5]=[CH:6][CH:7]=2)[C:2]([CH:25]=[O:26])=[C:15]2[C:10]=1[CH:11]=[CH:12][CH:13]=[CH:14]2. Procedure details: This material was made from 9,10 dibromoanthracene (Eastman, 20 g, 60 mmol) modifying the procedure of R. Kuhn and H. Fischer, Chem. Ber. 94 3060 (1961). In this procedure, the reaction mixture was cooled to -78° before the nBuLi was added. The resulting mixture was warmed to RT over 1 H and then refluxed until the crystalline starting material disappeared. The mixture was then cooled to -78° again before the DMF was added (in one portion). The flask was warmed to RT and then quenched with 1M HB... The reactants are CC(Br)c1ccccc1Br, CC(C)[N-]C(C)C, [Li+], C1CCOC1, c1cncc(Nc2cccnc2)c1. Yields the product CC(c1ccccc1Br)N(c1cccnc1)c1cccnc1. Reaction SMILES: [Br:22][c:23]1[c:24]([CH:29]([CH3:30])[Br:31])[cH:25][cH:26][cH:27][cH:28]1.[CH3:15][CH:16]([N-:17][CH:18]([CH3:19])[CH3:20])[CH3:21].[Li+:14].[O:32]1[CH2:33][CH2:34][CH2:35][CH2:36]1.[n:1]1[cH:2][c:3]([NH:7][c:8]2[cH:9][n:10][cH:11][cH:12][cH:13]2)[cH:4][cH:5][cH:6]1>>[n:1]1[cH:2][c:3]([N:7]([c:8]2[cH:9][n:10][cH:11][cH:12][cH:13]2)[CH:29]([c:24]2[c:23]([Br:22])[cH:28][cH:27][cH:26][cH:25]2)[CH3:30])[cH:4][cH:5][cH:6]1. The reactants are C(N)(=S)C1=C2CCCC(C2=CC=C1)=O (5-thiocarbamoyl-1-tetralone), F[B-](F)(F)F.C(C)[O+](CC)CC (triethyloxonium tetrafluoroborate), [Cl-].[NH4+] (ammonium chloride). Product: Cl.C(N)(=N)C1=C2CCCC(C2=CC=C1)=O (5-Amidino-1-tetralone hydrochloride). Reaction SMILES: [C:1]([C:4]1[CH:13]=[CH:12][CH:11]=[C:10]2[C:5]=1[CH2:6][CH2:7][CH2:8][C:9]2=[O:14])(=S)[NH2:2].F[B-](F)(F)F.C([O+](CC)CC)C.[Cl-:27].[NH4+:28]>>[ClH:27].[C:1]([C:4]1[CH:13]=[CH:12][CH:11]=[C:10]2[C:5]=1[CH2:6][CH2:7][CH2:8][C:9]2=[O:14])(=[NH:28])[NH2:2] |f:1.2,3.4,5.6|. Procedure details: Analogously to Example 29b), 8.6 g (42 mmol) of 5-thiocarbamoyl-1-tetralone are treated with 8.8 g (44 mmol) of triethyloxonium tetrafluoroborate and 2.6 g (49 mmol) of ammonium chloride. There is thus obtained the title compound in the form of slightly pink-colored crystals, MS (FAB): (M+H)+ =189. Starting materials: ClC1=CC(=C(OC(C(=O)O)(C)C)C=C1)F (2-(4-chloro-2-fluorophenoxy)-2-methylpropanoic acid), Cl.C(C)N=C=NCCCN(C)C (N1-((ethylimino)methylene)-N3,N3-dimethylpropane-1,3-diamine hydrochloride), [OH-].[NH4+] (Ammonium hydroxide). Run in ClCCl (dichloromethane). Conditions: time 1 hour. The product is ClC1=CC(=C(OC(C(=O)N)(C)C)C=C1)F (2-(4-chloro-2-fluorophenoxy)-2-methylpropanamide). As a reaction SMILES: [Cl:1][C:2]1[CH:14]=[CH:13][C:5]([O:6][C:7]([CH3:12])([CH3:11])[C:8](O)=[O:9])=[C:4]([F:15])[CH:3]=1.Cl.C([N:19]=C=NCCCN(C)C)C.[OH-].[NH4+]>ClCCl>[Cl:1][C:2]1[CH:14]=[CH:13][C:5]([O:6][C:7]([CH3:12])([CH3:11])[C:8]([NH2:19])=[O:9])=[C:4]([F:15])[CH:3]=1 |f:1.2,3.4|. Reported procedure: To a solution of Example 53B (14.6 g, 62.8 mmol) in dichloromethane (200 mL) was added N1-((ethylimino)methylene)-N3,N3-dimethylpropane-1,3-diamine hydrochloride (8.50 g, 55.5 mmol), and the reaction mixture was stirred for 1 hour. Ammonium hydroxide (87 mL, 628 mmol) was added. The reaction mixture was stirred at room temperature for 16 hours and then quenched with water (100 mL). The aqueous layer was extracted with dichloromethane (3×100 mL). The combined organic layers were washed with satur...